The task is: describe an organic reaction: reactants, conditions, products, and yield. This data is from the Open Reaction Database (ORD), a public repository of structured organic reaction records. Reactants: BrBr (Bromine), CN1CC2=C(NCCC1=O)N=CC=C2 (5-methyl-2,3,5,6-tetrahydropyrido[2,3-b][1,5]diazocin-4(1H)-one), C(C)OCC (diethyl ether). Solvent: C(C)(=O)O (acetic acid). Reaction conditions: time 17 hour. Product: BrC1=CC2=C(NCCC(N(C2)C)=O)N=C1 (8-bromo-5-methyl-2,3,5,6-tetrahydropyrido[2,3-b][1,5]diazocin-4(1H)-one). As a reaction SMILES: [Br:1]Br.[CH3:3][N:4]1[C:11](=[O:12])[CH2:10][CH2:9][NH:8][C:7]2[N:13]=[CH:14][CH:15]=[CH:16][C:6]=2[CH2:5]1.C(OCC)C>C(O)(=O)C>[Br:1][C:15]1[CH:14]=[N:13][C:7]2[NH:8][CH2:9][CH2:10][C:11](=[O:12])[N:4]([CH3:3])[CH2:5][C:6]=2[CH:16]=1. Procedure details: Bromine (189 μL, 3.7 mmol) was added to a solution of 5-methyl-2,3,5,6-tetrahydropyrido[2,3-b][1,5]diazocin-4(1H)-one (460 mg, 2.4 mmol) in 10 mL of acetic acid and stirred at room temperature for 17 h. Add 30 mL of diethyl ether and collect orange solid product via suction filtration. Redissolve the solid in DCM and wash with NaHCO3, dry the organic layer over MgSO4, and concentrate in vacuo to obtain orange solid product. Yield 670 mg (quant); 1H NMR (400 MHz, CDCl3) δ 8.10 (d, J=2.0 Hz, 1H), ...